This data is from the Open Reaction Database (ORD), a public repository of structured organic reaction records. The task is: describe an organic reaction: reactants, conditions, products, and yield The reactants are C1(CC1)COC=1C(=C(C(=O)OC)C=CC1OC)[N+](=O)[O-] (methyl 3-(cyclopropylmethoxy)-4-methoxy-2-nitrobenzoate). Reagents/catalysts: [Pd] (Pd/C). Solvent: CO (methanol). Reaction conditions: time 8 hour. Product: NC1=C(C(=O)OC)C=CC(=C1OCC1CC1)OC (methyl 2-amino-3-(cyclopropylmethoxy)-4-methoxybenzoate). Isolated yield 95.2%. Reaction SMILES: [CH:1]1([CH2:4][O:5][C:6]2[C:7]([N+:18]([O-])=O)=[C:8]([CH:13]=[CH:14][C:15]=2[O:16][CH3:17])[C:9]([O:11][CH3:12])=[O:10])[CH2:3][CH2:2]1>[Pd].CO>[NH2:18][C:7]1[C:6]([O:5][CH2:4][CH:1]2[CH2:3][CH2:2]2)=[C:15]([O:16][CH3:17])[CH:14]=[CH:13][C:8]=1[C:9]([O:11][CH3:12])=[O:10]. Procedure: A mixture of methyl 3-(cyclopropylmethoxy)-4-methoxy-2-nitrobenzoate (128 g, 0.46 mol), 10% Pd/C (110 g, 103 mmol Pd), and methanol (1 L) was stirred overnight at room temperature under an atmosphere of H2. The resulting mixture was filtered and concentrated to give 110 g of methyl 2-amino-3-(cyclopropylmethoxy)-4-methoxybenzoate as a white solid. MS (ESI): 252.1. The reactants are solution, OC=1C=C(C=C(C1)C(F)(F)F)C=1N=C(SC1)CN1N=CC(=C1)C(=O)OCC (ethyl 1-({4-[3-hydroxy-5-(trifluoromethyl)phenyl]-1,3-thiazol-2-yl}methyl)-1H-pyrazole-4-carboxylate), N1=CC(=CC=C1)CO (3-pyridinemethanol), C1(=CC=CC=C1)P(C1=CC=CC=C1)C1=CC=CC=C1 (triphenylphosphine), N(=NC(=O)OC(C)C)C(=O)OC(C)C (diisopropyl azodicarboxylate). The solvent is O1CCCC1 (tetrahydrofuran), O (Water). Conditions: time 8 hour. Product: N1=CC(=CC=C1)COC=1C=C(C=C(C1)C(F)(F)F)C=1N=C(SC1)CN1N=CC(=C1)C(=O)OCC (ethyl 1-({4-[3-(pyridin-3-ylmethoxy)-5-(trifluoromethyl)phenyl]-1,3-thiazol-2-yl}methyl)-1H-pyrazole-4-carboxylate). Isolated yield 101.0%. RXN SMILES: [OH:1][C:2]1[CH:3]=[C:4]([C:12]2[N:13]=[C:14]([CH2:17][N:18]3[CH:22]=[C:21]([C:23]([O:25][CH2:26][CH3:27])=[O:24])[CH:20]=[N:19]3)[S:15][CH:16]=2)[CH:5]=[C:6]([C:8]([F:11])([F:10])[F:9])[CH:7]=1.[N:28]1[CH:33]=[CH:32][CH:31]=[C:30]([CH2:34]O)[CH:29]=1.C1(P(C2C=CC=CC=2)C2C=CC=CC=2)C=CC=CC=1.N(C(OC(C)C)=O)=NC(OC(C)C)=O>O1CCCC1.O>[N:28]1[CH:33]=[CH:32][CH:31]=[C:30]([CH2:34][O:1][C:2]2[CH:3]=[C:4]([C:12]3[N:13]=[C:14]([CH2:17][N:18]4[CH:22]=[C:21]([C:23]([O:25][CH2:26][CH3:27])=[O:24])[CH:20]=[N:19]4)[S:15][CH:16]=3)[CH:5]=[C:6]([C:8]([F:9])([F:10])[F:11])[CH:7]=2)[CH:29]=1. Procedure: Under a nitrogen atmosphere at 0° C., to a solution (7 mL) of the compound (300 mg, 0.75 mmol) obtained in Example 86a, 3-pyridinemethanol (0.088 mL, 0.91 mmol) and triphenylphosphine (260 mg, 0.98 mmol) in tetrahydrofuran was added diisopropyl azodicarboxylate (1.9M toluene solution, 0.51 mL, 0.98 mmol), and the mixture was stirred at room temperature overnight. Water was added to the reaction mixture, and the mixture was extracted with ethyl acetate. The obtained organic layer was washed with ... The reactants are CNOC, CSC1NC(=O)C(=Cc2ccc3c(cnn3Cc3ccc(Cl)cc3C(F)(F)F)c2)S1. Yields the product CON(C)C1=NC(=O)C(=Cc2ccc3c(cnn3Cc3ccc(Cl)cc3C(F)(F)F)c2)S1. As a reaction SMILES: [CH3:31][O:32][NH:33][CH3:34].[Cl:1][c:2]1[cH:3][c:4]([C:27]([F:28])([F:29])[F:30])[c:5]([CH2:6][n:7]2[n:8][cH:9][c:10]3[cH:11][c:12]([CH:16]=[C:17]4[C:18](=[O:24])[NH:19][CH:20]([S:22][CH3:23])[S:21]4)[cH:13][cH:14][c:15]23)[cH:25][cH:26]1>>[Cl:1][c:2]1[cH:3][c:4]([C:27]([F:28])([F:29])[F:30])[c:5]([CH2:6][n:7]2[n:8][cH:9][c:10]3[cH:11][c:12]([CH:16]=[C:17]4[C:18](=[O:24])[N:19]=[C:20]([N:33]([O:32][CH3:31])[CH3:34])[S:21]4)[cH:13][cH:14][c:15]23)[cH:25][cH:26]1. The reactants are CC(Cc1cnc(CO[Si](C)(C)C(C)(C)C)s1)C(=O)OC(C)(C)C, C1CCOC1. The product is CC(Cc1cnc(CC=O)s1)C(=O)OC(C)(C)C. Reaction SMILES: [C:1]([CH3:2])([CH3:3])([CH3:4])[O:5][C:6](=[O:7])[CH:8]([CH2:9][c:10]1[cH:11][n:12][c:13]([CH2:15][O:16][Si:17]([C:18]([CH3:19])([CH3:20])[CH3:21])([CH3:22])[CH3:23])[s:14]1)[CH3:24].[O:25]1[CH2:26][CH2:29][CH2:28][CH2:27]1>>[C:1]([CH3:2])([CH3:3])([CH3:4])[O:5][C:6](=[O:7])[CH:8]([CH2:9][c:10]1[cH:11][n:12][c:13]([CH2:15][CH:26]=[O:25])[s:14]1)[CH3:24]. The reactants are CCI, CO, [Na+], [OH-], O, Cc1occc(=O)c1O. Yields the product CCOc1c(C)occc1=O. Reaction SMILES: [CH2:12]([CH3:13])[I:14].[CH3:15][OH:16].[Na+:11].[OH-:10].[OH2:17].[OH:1][c:2]1[c:3]([CH3:9])[o:4][cH:5][cH:6][c:7]1=[O:8]>>[O:1]([c:2]1[c:3]([CH3:9])[o:4][cH:5][cH:6][c:7]1=[O:8])[CH2:12][CH3:13]. Starting materials: Cl (hydrochloric acid), C(C1CO1)N1N(C(=O)N(C1=O)CC1CO1)CC1CO1 (1,2,4-triglycidyl urazole). Solvent: [Cl-].[Na+] (sodium chloride). Product: C(C1CO1)N1N(C(=O)N(C1=O)CC(CCl)O)CC1CO1 (N,N'-diglycidyl-N"-(3-chloro-2-hydroxypropyl)-urazole). RXN SMILES: [ClH:1].[CH2:2]([N:6]1[C:11](=[O:12])[N:10]([CH2:13][CH:14]2[O:16][CH2:15]2)[C:8](=[O:9])[N:7]1[CH2:17][CH:18]1[O:20][CH2:19]1)[CH:3]1[O:5][CH2:4]1>[Cl-].[Na+]>[CH2:2]([N:6]1[C:11](=[O:12])[N:10]([CH2:13][CH:14]([OH:16])[CH2:15][Cl:1])[C:8](=[O:9])[N:7]1[CH2:17][CH:18]1[O:20][CH2:19]1)[CH:3]1[O:5][CH2:4]1 |f:2.3|. Procedure details: A total of 36.5 g of 10% hydrochloric acid was added dropwise at 40° C. to a solution of 26.9 g (0.1 mole) of 1,2,4-triglycidyl urazole (TGU) in 700 ml of 10% aqueous sodium chloride solution so slowly that the pH-value could be kept constant at pH 5. The addition was over after about 70 minutes. Thereafter the reaction mixture was extracted 4 times with 250 ml of methylene chloride and the methylene chloride distilled off. Run at time 1.5 hour. Procedure: To a solution of 25-hydroxycholecalciferol (5.0 g.) in pyridine (25 ml.) at -15°, under an atmosphere of argon, is added 4-(N,N-dimethylamino)-pyridine (50 mg) followed by benzoyl chloride (2.10 ml.). The solution is warmed to 0° and kept at this temperature for 1.5 hours. After cooling to -15°, trimethylchlorosilane (1.75 ml.) is added and then the mixture is heated to room temperature for 10 minutes, before pouring into water. The mixture is extracted with hexane (500 ml.) and the extracts was... RXN SMILES: [CH3:1][C@@H:2]([C@@H:10]1[C@@:14]2([CH3:29])[CH2:15][CH2:16][CH2:17]/[C:18](=[CH:19]\[CH:20]=[C:21]3\[CH2:22][C@@H:23]([OH:28])[CH2:24][CH2:25][C:26]\3=[CH2:27])/[C@@H:13]2[CH2:12][CH2:11]1)[CH2:3][CH2:4][CH2:5][C:6]([OH:9])([CH3:8])[CH3:7].C(Cl)(=O)C1C=CC=CC=1.[CH3:39][Si:40]([CH3:43])([CH3:42])Cl.[OH2:44]>N1C=CC=CC=1.CN(C1C=CN=CC=1)C>[CH3:1][C@@H:2]([C@@H:10]1[C@@:14]2([CH3:29])[CH2:15][CH2:16][CH2:17]/[C:18](=[CH:19]\[CH:20]=[C:21]3\[CH2:22][C@@H:23]([OH:28])[CH2:24][CH2:25][C:26]\3=[CH2:27])/[C@@H:13]2[CH2:12][CH2:11]1)[CH2:3][CH2:4][CH2:5][C:6]([OH:9])([CH3:7])[CH3:8].[CH3:39][Si:40]([O:44][Si:40]([CH3:43])([CH3:42])[CH3:39])([CH3:43])[CH3:42]. The solvent is N1=CC=CC=C1 (pyridine). Starting materials: O (water), C(C1=CC=CC=C1)(=O)Cl (benzoyl chloride), C[Si](Cl)(C)C (trimethylchlorosilane), C[C@H](CCCC(C)(C)O)[C@H]1CC[C@@H]\2[C@@]1(CCC/C2=C\C=C/3\C[C@H](CCC3=C)O)C (25-hydroxycholecalciferol). The product is C[C@H](CCCC(C)(C)O)[C@H]1CC[C@@H]\2[C@@]1(CCC/C2=C\C=C/3\C[C@H](CCC3=C)O)C (25-hydroxycholecalciferol), 3-benzoate, C[Si](C)(C)O[Si](C)(C)C (trimethylsilylether). The reagents and catalysts are CN(C)C1=CC=NC=C1 (4-(N,N-dimethylamino)-pyridine).